Dataset: the Open Reaction Database (ORD), a public repository of structured organic reaction records. Task: describe an organic reaction: reactants, conditions, products, and yield The reactants are FC1=CC=C(C=C1)C1=CC(=C2C(=N1)C=CS2)O (5-(4-fluorophenyl)-thieno[3,2-b]pyridin-7-ol), P(=O)(Cl)(Cl)Cl (phosphorus oxychloride). Product: ClC1=C2C(=NC(=C1)C1=CC=C(C=C1)F)C=CS2 (7-chloro-5-(4-fluorophenyl)thieno[3,2-b]pyridine). The yield is 88.0%. RXN SMILES: [F:1][C:2]1[CH:7]=[CH:6][C:5]([C:8]2[N:13]=[C:12]3[CH:14]=[CH:15][S:16][C:11]3=[C:10](O)[CH:9]=2)=[CH:4][CH:3]=1.P(Cl)(Cl)([Cl:20])=O>>[Cl:20][C:10]1[CH:9]=[C:8]([C:5]2[CH:6]=[CH:7][C:2]([F:1])=[CH:3][CH:4]=2)[N:13]=[C:12]2[CH:14]=[CH:15][S:16][C:11]=12. Reported procedure: A solution of 5-(4-fluorophenyl)-thieno[3,2-b]pyridin-7-ol (1.6 g) in phosphorus oxychloride (50 mL) is refluxed for 3 hours. After the excess phosphorus oxychloride is removed under vacuum, the residue is treated with ethyl acetate (20 mL), and NaOH (2N, 20 mL). The mixture is then extracted with ethyl acetate (3×20 mL). The combined organic layers are washed with brine, dried over MgSO4, and filtered. Evaporation of the solvent gives 7-chloro-5-(4-fluorophenyl)thieno[3,2-b]pyridine (1.5 g, 88%...